This data is from the Open Reaction Database (ORD), a public repository of structured organic reaction records. The task is: describe an organic reaction: reactants, conditions, products, and yield The reactants are CC(C)(O)c1ccc(-c2ccc(Cl)cc2)c2nc(Br)nn12, C1COCCO1, Cc1cc(N2CCC(N)CC2)ncn1, ClC(Cl)Cl, [Na+], [O-]c1ccccc1, O=C(C=Cc1ccccc1)C=Cc1ccccc1, O=C(C=Cc1ccccc1)C=Cc1ccccc1, O=C(C=Cc1ccccc1)C=Cc1ccccc1, [Pd], [Pd]. Yields the product Cc1cc(N2CCC(Nc3nc4c(-c5ccc(Cl)cc5)ccc(C(C)(C)O)n4n3)CC2)ncn1. As a reaction SMILES: [Br:1][c:2]1[n:3][n:4]2[c:5]([c:6](-[c:14]3[cH:15][cH:16][c:17]([Cl:20])[cH:18][cH:19]3)[cH:7][cH:8][c:9]2[C:10]([CH3:11])([CH3:12])[OH:13])[n:21]1.[CH2:44]1[O:45][CH2:46][CH2:47][O:48][CH2:49]1.[CH3:22][c:23]1[cH:24][c:25]([N:29]2[CH2:30][CH2:31][CH:32]([NH2:35])[CH2:33][CH2:34]2)[n:26][cH:27][n:28]1.[Cl:106][CH:107]([Cl:108])[Cl:109].[Na+:43].[O-:36][c:37]1[cH:38][cH:39][cH:40][cH:41][cH:42]1.[O:52]=[C:53]([CH:54]=[CH:55][c:56]1[cH:57][cH:58][cH:59][cH:60][cH:61]1)[CH:62]=[CH:63][c:64]1[cH:65][cH:66][cH:67][cH:68][cH:69]1.[O:70]=[C:71]([CH:72]=[CH:73][c:74]1[cH:75][cH:76][cH:77][cH:78][cH:79]1)[CH:80]=[CH:81][c:82]1[cH:83][cH:84][cH:85][cH:86][cH:87]1.[O:88]=[C:89]([CH:90]=[CH:91][c:92]1[cH:93][cH:94][cH:95][cH:96][cH:97]1)[CH:98]=[CH:99][c:100]1[cH:101][cH:102][cH:103][cH:104][cH:105]1.[Pd:50].[Pd:51]>>[c:2]1([NH:35][CH:32]2[CH2:31][CH2:30][N:29]([c:25]3[cH:24][c:23]([CH3:22])[n:28][cH:27][n:26]3)[CH2:34][CH2:33]2)[n:3][n:4]2[c:5]([c:6](-[c:14]3[cH:15][cH:16][c:17]([Cl:20])[cH:18][cH:19]3)[cH:7][cH:8][c:9]2[C:10]([CH3:11])([CH3:12])[OH:13])[n:21]1. As a reaction SMILES: [C:42](=[O:43])([O-:44])[O-:45].[CH3:31][Si:32]([CH3:33])([CH3:34])[C:35]#[N:36].[Cl:52][CH2:53][Cl:54].[F-:50].[K+:46].[K+:47].[K+:51].[OH2:48].[OH2:49].[OH2:55].[Sn:37]([Cl:38])([Cl:39])([Cl:40])[Cl:41].[n:1]1[o:2][n:3][c:4]2[c:5]1[cH:6][cH:7][c:8]([O:10][c:11]1[c:12]([C:13](=[O:14])[NH:15][CH2:16][c:17]3[cH:18][cH:19][c:20]([C:23]([CH3:24])([CH3:25])[OH:26])[cH:21][cH:22]3)[cH:27][cH:28][cH:29][n:30]1)[cH:9]2>>[n:1]1[o:2][n:3][c:4]2[c:5]1[cH:6][cH:7][c:8]([O:10][c:11]1[c:12]([C:13](=[O:14])[NH:15][CH2:16][c:17]3[cH:18][cH:19][c:20]([C:23]([CH3:24])([CH3:25])[C:35]#[N:36])[cH:21][cH:22]3)[cH:27][cH:28][cH:29][n:30]1)[cH:9]2. Yields the product CC(C)(C#N)c1ccc(CNC(=O)c2cccnc2Oc2ccc3nonc3c2)cc1. Reactants: O=C([O-])[O-], C[Si](C)(C)C#N, ClCCl, [F-], [K+], [K+], [K+], O, O, O, Cl[Sn](Cl)(Cl)Cl, CC(C)(O)c1ccc(CNC(=O)c2cccnc2Oc2ccc3nonc3c2)cc1.